This data is from the Open Reaction Database (ORD), a public repository of structured organic reaction records. The task is: describe an organic reaction: reactants, conditions, products, and yield Solvent: CN(C)C=O (DMF), CN(C)C=O (dmf), CN(C)C=O (DMF). Reactants: CC(Cl)c1cccnc1, O=C1COCC2CNCCN12. Reaction conditions: temperature 70 celsius, time 16 hour. The reagents and catalysts are O=C([O-])[O-].[Cs+].[Cs+] (cesium carbonate), [I-].[K+] (potassium iodide). Yields the product CC(c1cccnc1)N1CCN2C(=O)COCC2C1. The reactants are F[B-](F)(F)F, O=C(NCC1CC2CC2N1)C(F)(F)F, CCN(C(C)C)C(C)C, ClCCl, Cc1nc(C(=O)O)c(-c2cccc(F)c2)s1, CN(C)C(On1nnc2ccccc21)=[N+](C)C. Product: Cc1nc(C(=O)N2C(CNC(=O)C(F)(F)F)CC3CC32)c(-c2cccc(F)c2)s1. Reaction SMILES: [B-:1]([F:2])([F:3])([F:4])[F:5].[CH:39]12[NH:40][CH:41]([CH2:45][NH:46][C:47]([C:48]([F:49])([F:50])[F:51])=[O:52])[CH2:42][CH:43]1[CH2:44]2.[CH:53]([N:54]([CH2:55][CH3:56])[CH:57]([CH3:58])[CH3:59])([CH3:60])[CH3:61].[Cl:62][CH2:63][Cl:64].[F:23][c:24]1[cH:25][c:26](-[c:30]2[c:31]([C:36](=[O:37])[OH:38])[n:32][c:33]([CH3:35])[s:34]2)[cH:27][cH:28][cH:29]1.[n:6]1([O:7][C:8]([N:9]([CH3:10])[CH3:11])=[N+:12]([CH3:13])[CH3:14])[c:15]2[cH:16][cH:17][cH:18][cH:19][c:20]2[n:21][n:22]1>>[F:23][c:24]1[cH:25][c:26](-[c:30]2[c:31]([C:36](=[O:38])[N:40]3[CH:39]4[CH:43]([CH2:42][CH:41]3[CH2:45][NH:46][C:47]([C:48]([F:49])([F:50])[F:51])=[O:52])[CH2:44]4)[n:32][c:33]([CH3:35])[s:34]2)[cH:27][cH:28][cH:29]1.